Dataset: the Open Reaction Database (ORD), a public repository of structured organic reaction records. Task: describe an organic reaction: reactants, conditions, products, and yield Starting materials: COCC=1C=C(C=C(C1)COC)C=1C=CC(=NC1)N1CCN(CCC1)C1=NC=C(C=C1)C1=CC(=CC(=C1)COC)COC (1,4-bis[5-[3,5-bis(methoxymethyl)phenyl]-2-pyridyl]hexahydro-1,4-diazepine), Cl (hydrochloric acid). Run in C(C)O (ethanol). The product is Cl.Cl.COCC=1C=C(C=C(C1)COC)C=1C=CC(=NC1)N1CCN(CCC1)C1=NC=C(C=C1)C1=CC(=CC(=C1)COC)COC (1,4-Bis[5-[3,5-bis(methoxymethyl)phenyl]-2-pyridyl]hexahydro-1,4-diazepine Dihydrochloride). Isolated yield 81.7%. RXN SMILES: [CH3:1][O:2][CH2:3][C:4]1[CH:5]=[C:6]([C:13]2[CH:14]=[CH:15][C:16]([N:19]3[CH2:25][CH2:24][CH2:23][N:22]([C:26]4[CH:31]=[CH:30][C:29]([C:32]5[CH:37]=[C:36]([CH2:38][O:39][CH3:40])[CH:35]=[C:34]([CH2:41][O:42][CH3:43])[CH:33]=5)=[CH:28][N:27]=4)[CH2:21][CH2:20]3)=[N:17][CH:18]=2)[CH:7]=[C:8]([CH2:10][O:11][CH3:12])[CH:9]=1.[ClH:44]>C(O)C>[ClH:44].[ClH:44].[CH3:43][O:42][CH2:41][C:34]1[CH:33]=[C:32]([C:29]2[CH:30]=[CH:31][C:26]([N:22]3[CH2:23][CH2:24][CH2:25][N:19]([C:16]4[CH:15]=[CH:14][C:13]([C:6]5[CH:5]=[C:4]([CH2:3][O:2][CH3:1])[CH:9]=[C:8]([CH2:10][O:11][CH3:12])[CH:7]=5)=[CH:18][N:17]=4)[CH2:20][CH2:21]3)=[N:27][CH:28]=2)[CH:37]=[C:36]([CH2:38][O:39][CH3:40])[CH:35]=1 |f:3.4.5|. Procedure details: To a solution of 1,4-bis[5-[3,5-bis(methoxymethyl)phenyl]-2-pyridyl]hexahydro-1,4-diazepine (51.9 mg, 0.0892 mmol) in ethanol (5.0 mL) was added 1.0 M hydrochloric acid (0.21 mL, 0.21 mmol), and the reaction mixture was concentrated under reduced pressure. Ethanol (5.0 mL) was added to the residue and the resulting mixture was concentrated under reduced pressure to yield the title compound as a colorless amorphous powder (47.8 mg, yield: 92%). Starting materials: ClC=1C=C(C(C)(C)NCC(C)=O)C=CC1 (1-(3-chloro-α,α-dimethylbenzylamino)-2-propanone), C1(=CC=CC=C1)CC(=O)Cl (phenylacetyl chloride), C([O-])([O-])=O.[K+].[K+] (potassium carbonate), ice water. The solvent is CC(=O)C (acetone). The product is ClC=1C=C(C(C)(C)N(C(CC2=CC=CC=C2)=O)CC(C)=O)C=CC1 (N-(3-chloro-α,α-dimethylbenzyl)-N-(2-oxopropyl)phenylacetamide). Isolated yield 62.5%. Reaction SMILES: [Cl:1][C:2]1[CH:3]=[C:4]([CH:13]=[CH:14][CH:15]=1)[C:5]([NH:8][CH2:9][C:10](=[O:12])[CH3:11])([CH3:7])[CH3:6].C(=O)([O-])[O-].[K+].[K+].[C:22]1([CH2:28][C:29](Cl)=[O:30])[CH:27]=[CH:26][CH:25]=[CH:24][CH:23]=1>CC(C)=O>[Cl:1][C:2]1[CH:3]=[C:4]([CH:13]=[CH:14][CH:15]=1)[C:5]([N:8]([CH2:9][C:10](=[O:12])[CH3:11])[C:29](=[O:30])[CH2:28][C:22]1[CH:27]=[CH:26][CH:25]=[CH:24][CH:23]=1)([CH3:6])[CH3:7] |f:1.2.3|. Procedure details: 22.6 g (0.1 mol) of 1-(3-chloro-α,α-dimethylbenzylamino)-2-propanone prepared by the method of Reference Example 5, was dissolved in 200 ml of acetone, and 14.0 g (0.11 mol) of potassium carbonate was added thereto. The mixture was cooled with ice water, and then 15.5 g (0.1 mol) of phenylacetyl chloride was gradually dropwise added thereto under stirring. After completion of the dropwise addition, the reaction mixture was returned to room temperature and stirred for 3 hours. Then, the solvent w... Yields the product CCOC(=O)c1nc2ccccn2c1C=CCCOC. The reactants are [Br-], C1CCOC1, CC(C)(C)[O-], COCCC[P+](c1ccccc1)(c1ccccc1)c1ccccc1, CCOC(=O)c1nc2ccccn2c1C=O, [K+], O. Reaction SMILES: [Br-:1].[CH2:49]1[O:50][CH2:51][CH2:52][CH2:53]1.[CH3:26][C:27]([CH3:28])([O-:29])[CH3:30].[CH3:2][O:3][CH2:4][CH2:5][CH2:6][P+:7]([c:8]1[cH:9][cH:10][cH:11][cH:12][cH:13]1)([c:14]1[cH:15][cH:16][cH:17][cH:18][cH:19]1)[c:20]1[cH:21][cH:22][cH:23][cH:24][cH:25]1.[CH:32](=[O:33])[c:34]1[c:35]([C:43](=[O:44])[O:45][CH2:46][CH3:47])[n:36][c:37]2[n:38]1[cH:39][cH:40][cH:41][cH:42]2.[K+:31].[OH2:48]>>[CH3:2][O:3][CH2:4][CH2:5][CH:6]=[CH:32][c:34]1[c:35]([C:43](=[O:44])[O:45][CH2:46][CH3:47])[n:36][c:37]2[n:38]1[cH:39][cH:40][cH:41][cH:42]2. The reactants are FC1(C2=CC(=CC=C2C=2C=CC(CC2C1(F)F)Br)CCCC)F (9,9,10,10-tetrafluoro-2-bromo-7-butyldihydrophenanthrene), C(CCCCCCCCC)OC1=CC=C(C=C1)B(O)O (4-decyloxyphenylboronic acid). The reagents and catalysts are [Pd] (palladium). Product: C(CCCCCCCCC)OC1=CC=C(C=C1)C1=CC=2C(C(C3=CC(=CC=C3C2C=C1)CCCC)(F)F)(F)F (2-(4-Decyloxyphenyl)-9,9,10,10-tetrafluoro-7-butyl-9,10-dihydrophenanthrene). Reaction SMILES: [F:1][C:2]1([F:23])[C:15]([F:17])([F:16])[C:14]2[CH2:13][CH:12](Br)[CH:11]=[CH:10][C:9]=2[C:8]2[C:3]1=[CH:4][C:5]([CH2:19][CH2:20][CH2:21][CH3:22])=[CH:6][CH:7]=2.[CH2:24]([O:34][C:35]1[CH:40]=[CH:39][C:38](B(O)O)=[CH:37][CH:36]=1)[CH2:25][CH2:26][CH2:27][CH2:28][CH2:29][CH2:30][CH2:31][CH2:32][CH3:33]>[Pd]>[CH2:24]([O:34][C:35]1[CH:36]=[CH:37][C:38]([C:12]2[CH:11]=[CH:10][C:9]3[C:8]4[C:3](=[CH:4][C:5]([CH2:19][CH2:20][CH2:21][CH3:22])=[CH:6][CH:7]=4)[C:2]([F:23])([F:1])[C:15]([F:17])([F:16])[C:14]=3[CH:13]=2)=[CH:39][CH:40]=1)[CH2:25][CH2:26][CH2:27][CH2:28][CH2:29][CH2:30][CH2:31][CH2:32][CH3:33]. Procedure: From 9,9,10,10-tetrafluoro-2-bromo-7-butyldihydrophenanthrene and 4-decyloxyphenylboronic acid by means of palladium-catalyzed Suzuki coupling (in analogy to Acc. Chem. Res. 1982, 15, 178). The crude product is purified by column chromatography. The reactants are CC(C)(C)OC(=O)NOCC(=O)NC1CCN(S(=O)(=O)c2cccc3cncc(Cl)c23)C1, CC(C)(C)OC(=O)NOCC(=O)O, COCC(=O)O, Cl. Yields the product NOCC(=O)NC1CCN(S(=O)(=O)c2cccc3cncc(Cl)c23)C1. Reaction SMILES: [C:1]([O:2][C:3](=[O:4])[NH:8][O:9][CH2:10][C:11](=[O:12])[NH:13][CH:14]1[CH2:15][N:16]([S:19](=[O:20])(=[O:21])[c:22]2[c:23]3[c:24]([Cl:32])[cH:25][n:26][cH:27][c:28]3[cH:29][cH:30][cH:31]2)[CH2:17][CH2:18]1)([CH3:5])([CH3:6])[CH3:7].[C:34]([O:35][C:36]([NH:37][O:38][CH2:39][C:40]([OH:41])=[O:42])=[O:43])([CH3:44])([CH3:45])[CH3:46].[CH3:47][O:48][CH2:49][C:50]([OH:51])=[O:52].[ClH:33]>>[NH2:8][O:9][CH2:10][C:11](=[O:12])[NH:13][CH:14]1[CH2:15][N:16]([S:19](=[O:20])(=[O:21])[c:22]2[c:23]3[c:24]([Cl:32])[cH:25][n:26][cH:27][c:28]3[cH:29][cH:30][cH:31]2)[CH2:17][CH2:18]1. The reactants are C(C)(C)(C)OC([C@@H](NC(=O)OC(C)(C)C)CCCCNC#N)=O (N2-(tert-butoxycarbonyl)-N6-(cyano)-L-lysine tert-butyl ester), foamy solid, Cl.C(C)(C)(C)OC([C@@H](NC(=O)OC(C)(C)C)CCCCNC=NOCC)=O (N2-(tert-butoxycarbonyl)-N6-(ethoxyiminomethyl)-L-lysine tert-butyl ester hydrochloride), Cl.C(C)(C)(C)OC([C@@H](NC(=O)OC(C)(C)C)CCCNCOC=N)=O (N2-(tert-butoxycarbonyl)-N5-(iminomethoxymethyl)-L-ornithine tert-butyl ester hydrochloride), CO (methanol). Solvent: ClCCl (dichloromethane). Yields the product Cl.C(C)(C)(C)OC([C@@H](NC(=O)OC(C)(C)C)CCCCNCOC=N)=O (N2-(tert-butoxycarbonyl)-N6-(iminomethoxymethyl)-L-lysine tert-butyl ester hydrochloride). Reaction SMILES: [C:1]([O:5][C:6](=[O:23])[C@H:7]([CH2:16][CH2:17][CH2:18][CH2:19][NH:20][C:21]#N)[NH:8][C:9]([O:11][C:12]([CH3:15])([CH3:14])[CH3:13])=[O:10])([CH3:4])([CH3:3])[CH3:2].[ClH:24].C(OC(=O)[C@H](CCCCNC=NOCC)[NH:32][C:33](OC(C)(C)C)=[O:34])(C)(C)C.Cl.C(OC(=O)[C@H](CCCNCOC=N)NC(OC(C)(C)C)=O)(C)(C)C.CO>ClCCl>[ClH:24].[C:1]([O:5][C:6](=[O:23])[C@H:7]([CH2:16][CH2:17][CH2:18][CH2:19][NH:20][CH2:21][O:34][CH:33]=[NH:32])[NH:8][C:9]([O:11][C:12]([CH3:15])([CH3:14])[CH3:13])=[O:10])([CH3:4])([CH3:3])[CH3:2] |f:1.2,3.4,7.8|. Reported procedure: From 1.6 g (4.89 mmol) N2-(tert-butoxycarbonyl)-N6-(cyano)-L-lysine tert-butyl ester was prepared 1.5 g (75%) of foamy solid N2-(tert-butoxycarbonyl)-N6-(ethoxyiminomethyl)-L-lysine tert-butyl ester hydrochloride by the method described for N2-(tert-butoxycarbonyl)-N5-(iminomethoxymethyl)-L-ornithine tert-butyl ester hydrochloride. TLC (methanol:dichloromethane/1:9) Rf=0.36. Mass spectrum (CI) 360 (MH+, 60%).